Dataset: the Open Reaction Database (ORD), a public repository of structured organic reaction records. Task: describe an organic reaction: reactants, conditions, products, and yield Reactants: CCC(NC(=O)c1c(CSC)c(-c2ccccc2)nc2ccccc12)c1ccccc1, CCO, O. Yields the product CCC(NC(=O)c1c(CS(C)=O)c(-c2ccccc2)nc2ccccc12)c1ccccc1. Reaction SMILES: [CH3:1][S:2][CH2:3][c:4]1[c:5](-[c:26]2[cH:27][cH:28][cH:29][cH:30][cH:31]2)[n:6][c:7]2[cH:8][cH:9][cH:10][cH:11][c:12]2[c:13]1[C:14](=[O:15])[NH:16][CH:17]([CH2:18][CH3:19])[c:20]1[cH:21][cH:22][cH:23][cH:24][cH:25]1.[CH3:32][CH2:33][OH:34].[OH2:35]>>[CH3:1][S:2]([CH2:3][c:4]1[c:5](-[c:26]2[cH:27][cH:28][cH:29][cH:30][cH:31]2)[n:6][c:7]2[cH:8][cH:9][cH:10][cH:11][c:12]2[c:13]1[C:14](=[O:15])[NH:16][CH:17]([CH2:18][CH3:19])[c:20]1[cH:21][cH:22][cH:23][cH:24][cH:25]1)=[O:34].